Dataset: the Open Reaction Database (ORD), a public repository of structured organic reaction records. Task: describe an organic reaction: reactants, conditions, products, and yield The reactants are NCC=1C=C(C=CC1)CN1N=C(C2=C(C(=CC=C12)F)OC)NS(=O)(=O)C=1SC(=CC1)Cl (N-[1-{[3-(aminomethyl)phenyl]methyl}-5-fluoro-4-(methyloxy)-1H-indazol-3-yl]-5-chloro-2-thiophenesulfonamide), Intermediate 61, N1=CC=CC=C1 (pyridine), [OH-].[K+] (potassium hydroxide), C(C)(=O)OC(C(=O)Cl)(C)C (2-chloro-1,1-dimethyl-2-oxoethyl acetate). Solvent: ClCCl (dichloromethane). Run at time 2.5 hour. Yields the product ClC1=CC=C(S1)S(=O)(=O)NC1=NN(C2=CC=C(C(=C12)OC)F)CC=1C=C(C=CC1)CNC(C(C)(C)O)=O (N-[(3-{[3-{[(5-Chloro-2-thienyl)sulfonyl]amino}-5-fluoro-4-(methyloxy)-1H-indazol-1-yl]methyl}phenyl)methyl]-2-hydroxy-2-methylpropanamide). Yield: 49.0%. RXN SMILES: [NH2:1][CH2:2][C:3]1[CH:4]=[C:5]([CH2:9][N:10]2[C:18]3[C:13](=[C:14]([O:20][CH3:21])[C:15]([F:19])=[CH:16][CH:17]=3)[C:12]([NH:22][S:23]([C:26]3[S:27][C:28]([Cl:31])=[CH:29][CH:30]=3)(=[O:25])=[O:24])=[N:11]2)[CH:6]=[CH:7][CH:8]=1.N1C=CC=CC=1.[OH-].[K+].C([O:43][C:44]([CH3:49])([CH3:48])[C:45](Cl)=[O:46])(=O)C>ClCCl>[Cl:31][C:28]1[S:27][C:26]([S:23]([NH:22][C:12]2[C:13]3[C:18](=[CH:17][CH:16]=[C:15]([F:19])[C:14]=3[O:20][CH3:21])[N:10]([CH2:9][C:5]3[CH:4]=[C:3]([CH2:2][NH:1][C:45](=[O:46])[C:44]([OH:43])([CH3:49])[CH3:48])[CH:8]=[CH:7][CH:6]=3)[N:11]=2)(=[O:25])=[O:24])=[CH:30][CH:29]=1 |f:2.3|. Procedure details: A suspension of N-[1-{[3-(aminomethyl)phenyl]methyl}-5-fluoro-4-(methyloxy)-1H-indazol-3-yl]-5-chloro-2-thiophenesulfonamide (for a preparation see Intermediate 61) (100 mg, 0.208 mmol) in dichloromethane (0.5 mL),pyridine (0.5 mL) and potassium hydroxide (11.67 mg, 0.208 mmol) was treated with 2-chloro-1,1-dimethyl-2-oxoethyl acetate (0.054 mL, 0.37 mmol) and the mixture was stirred for 2.5 h. The reaction mixture was concentrated in vacuo and the orange residue was dissolved in 1:1 MeOH-DMSO (... Reaction SMILES: [Br:1][c:2]1[c:3]([CH3:13])[cH:4][c:5]([S:8](=[O:9])(=[O:10])[CH2:11][CH3:12])[cH:6][cH:7]1.[c:14]1([CH2:20][O:21][c:22]2[c:23]([B:32]([OH:33])[OH:34])[cH:24][c:25]([C:28]([F:29])([F:30])[F:31])[cH:26][cH:27]2)[cH:15][cH:16][cH:17][cH:18][cH:19]1>>[c:2]1(-[c:23]2[c:22]([O:21][CH2:20][c:14]3[cH:15][cH:16][cH:17][cH:18][cH:19]3)[cH:27][cH:26][c:25]([C:28]([F:29])([F:30])[F:31])[cH:24]2)[c:3]([CH3:13])[cH:4][c:5]([S:8](=[O:9])(=[O:10])[CH2:11][CH3:12])[cH:6][cH:7]1. The reactants are CCS(=O)(=O)c1ccc(Br)c(C)c1, OB(O)c1cc(C(F)(F)F)ccc1OCc1ccccc1. Product: CCS(=O)(=O)c1ccc(-c2cc(C(F)(F)F)ccc2OCc2ccccc2)c(C)c1.